From a dataset of the Open Reaction Database (ORD), a public repository of structured organic reaction records. describe an organic reaction: reactants, conditions, products, and yield RXN SMILES: [CH2:1]([c:2]1[cH:3][cH:4][cH:5][cH:6][cH:7]1)[O:8][c:9]1[cH:10][cH:11][c:12]2[c:13]([C:21](=[O:22])[OH:23])[cH:14][n:15]([CH:18]([CH3:19])[CH3:20])[c:16]2[cH:17]1.[CH3:46][N:47]1[CH2:48][CH2:49][CH2:50][C:51]1=[O:52].[Cl-:28].[F:29][C:30]([c:31]1[cH:32][c:33]([NH2:34])[cH:35][cH:36][cH:37]1)([F:38])[F:39].[O:40]1[CH2:41][CH2:42][O:43][CH2:44][CH2:45]1.[OH2:53].[S:24]([Cl:25])([Cl:26])=[O:27]>>[CH2:1]([c:2]1[cH:3][cH:4][cH:5][cH:6][cH:7]1)[O:8][c:9]1[cH:10][cH:11][c:12]2[c:13]([C:21](=[O:22])[NH:34][c:33]3[cH:32][c:31]([C:30]([F:29])([F:38])[F:39])[cH:37][cH:36][cH:35]3)[cH:14][n:15]([CH:18]([CH3:19])[CH3:20])[c:16]2[cH:17]1. Yields the product CC(C)n1cc(C(=O)Nc2cccc(C(F)(F)F)c2)c2ccc(OCc3ccccc3)cc21. The reactants are CC(C)n1cc(C(=O)O)c2ccc(OCc3ccccc3)cc21, CN1CCCC1=O, [Cl-], Nc1cccc(C(F)(F)F)c1, C1COCCO1, O, O=S(Cl)Cl. The reactants are ClC1=CC=CC2=C1C(N1[C@H](C=3N2C=NC3C(=O)N=C(C)N(C)C)CCC1)=O ((S)-8-chloro-N-[1-(dimethylamino)ethylidene]-11,12,13,13a-tetrahydro-9-oxo-9H-imidazo[1,5-a]pyrrolo[2,1-c][1,4]benzodiazepine-1-carboxamide), CNN (methylhydrazine). Solvent: C(C)(=O)O (acetic acid). Reaction conditions: time 1.75 hour. Product: ClC1=CC=CC2=C1C(N1[C@H](C=3N2C=NC3C3=NC(=NN3C)C)CCC1)=O ((S)-8-chloro-1-(1,3-dimethyl-1H-1,2,4-triazol-5-yl)-11,12,13,13a-tetrahydro-9H-imidazo[1,5-a]pyrrolo[2,1-c][1,4]benzodiazepin-9-one). RXN SMILES: [Cl:1][C:2]1[C:7]2[C:8](=[O:27])[N:9]3[CH2:26][CH2:25][CH2:24][C@H:10]3[C:11]3[N:12]([CH:13]=[N:14][C:15]=3[C:16]([N:18]=[C:19](N(C)C)[CH3:20])=O)[C:6]=2[CH:5]=[CH:4][CH:3]=1.[CH3:28][NH:29][NH2:30]>C(O)(=O)C>[Cl:1][C:2]1[C:7]2[C:8](=[O:27])[N:9]3[CH2:26][CH2:25][CH2:24][C@H:10]3[C:11]3[N:12]([CH:13]=[N:14][C:15]=3[C:16]3[N:29]([CH3:28])[N:30]=[C:19]([CH3:20])[N:18]=3)[C:6]=2[CH:5]=[CH:4][CH:3]=1. Procedure details: A mixture of 3.96 g (10.3 mmol) of (S)-8-chloro-N-[1-(dimethylamino)ethylidene]-11,12,13,13a-tetrahydro-9-oxo-9H-imidazo[1,5-a]pyrrolo[2,1-c][1,4]benzodiazepine-1-carboxamide, 25 ml of glacial acetic acid and 0.65 ml (12.4 mmol) of methylhydrazine is stirred at 90° for 1.75 hours. The solution is then evaporated in vacuo and the residue is chromatographed on silica gel while eluting with ethyl acetate/methanol (19:1). After recrystallization from methylene chloride/ethyl acetate there is obtaine... The reactants are NC=1C=C2C=3C=C(N=CC3NC2=CC1)SC (6-amino-3-methylthio-β-carboline), C(C=C)Br (allylbromide), C1(=NNCCCCCCCC1)C1=CCCCCCCCCC1 (diazabicycloundecene). Run in C(C)O (ethanol). Yields the product C(C=C)N(C=1C=C2C=3C=C(N=CC3NC2=CC1)SC)CC=C (6-diallylamino-3-methylthio-β-carboline). RXN SMILES: [NH2:1][C:2]1[CH:3]=[C:4]2[C:12](=[CH:13][CH:14]=1)[NH:11][C:10]1[CH:9]=[N:8][C:7]([S:15][CH3:16])=[CH:6][C:5]2=1.[CH2:17](Br)[CH:18]=[CH2:19].[C:21]1([C:32]2CCCCCCCCCC=2)[CH2:31]CCCCCCCNN=1>C(O)C>[CH2:17]([N:1]([CH2:32][CH:21]=[CH2:31])[C:2]1[CH:3]=[C:4]2[C:12](=[CH:13][CH:14]=1)[NH:11][C:10]1[CH:9]=[N:8][C:7]([S:15][CH3:16])=[CH:6][C:5]2=1)[CH:18]=[CH2:19]. Procedure details: 229 mg of 6-amino-3-methylthio-β-carboline are heated in 15 ml of ethanol (absolute) with 0.27 ml of allylbromide and 0.37 ml of diazabicycloundecene for 3 hours to 70° C. After concentration to dryness, it is dispersed in ethyl acetate/saturated sodium chloride solution. The organic phase is dried, filtered and concentrated. After trituration of the residue with diispropyl ether, 70 mg of 6-diallylamino-3-methylthio-β-carboline with a 110° C. melting point are obtained. The reactants are ClC1=CC=C(C=C1)C1=NC(=NC=C1OCC1CC1)C(=O)O (4-(4-chloro-phenyl)-5-cyclopropylmethoxy-pyrimidine-2-carboxylic acid), C1(CC1)C1=NOC(=N1)CN ((3-cyclopropyl-1,2,4-oxadiazol-5-yl)methane amine). The product is C1(CC1)C1=NOC(=N1)CNC(=O)C1=NC=C(C(=N1)C1=CC=C(C=C1)Cl)OCC1CC1 (4-(4-chloro-phenyl)-5-cyclopropylmethoxy-pyrimidine-2-carboxylic acid (3-cyclopropyl-[1,2,4]oxadiazol-5-ylmethyl)-amide). As a reaction SMILES: [Cl:1][C:2]1[CH:7]=[CH:6][C:5]([C:8]2[C:13]([O:14][CH2:15][CH:16]3[CH2:18][CH2:17]3)=[CH:12][N:11]=[C:10]([C:19]([OH:21])=O)[N:9]=2)=[CH:4][CH:3]=1.[CH:22]1([C:25]2[N:29]=[C:28]([CH2:30][NH2:31])[O:27][N:26]=2)[CH2:24][CH2:23]1>>[CH:22]1([C:25]2[N:29]=[C:28]([CH2:30][NH:31][C:19]([C:10]3[N:9]=[C:8]([C:5]4[CH:4]=[CH:3][C:2]([Cl:1])=[CH:7][CH:6]=4)[C:13]([O:14][CH2:15][CH:16]4[CH2:17][CH2:18]4)=[CH:12][N:11]=3)=[O:21])[O:27][N:26]=2)[CH2:24][CH2:23]1. Procedure details: The title compound was synthesized in analogy to Example 1, using 4-(4-chloro-phenyl)-5-cyclopropylmethoxy-pyrimidine-2-carboxylic acid (example T) and (3-cyclopropyl-1,2,4-oxadiazol-5-yl)methane amine (CAS Registry No. 428507-31-7) as starting materials; LC-MS (UV peak area/ESI) 100%, 426.1324 (M+H)+. Starting materials: Cl.C1(=CC=CC=C1)C1=NC=CC=C1NC(C)=O (N-(2-phenyl-pyridin-3-yl)-acetamide hydrochloride), Cl (hydrochloric acid). The solvent is O1CCCC1 (tetrahydrofuran). Conditions: temperature 0 celsius. The product is Cl.C1(=CC=CC=C1)C1=NC=CC=C1N (2-phenyl-3-aminopyridine hydrochloride). Yield: 897.8%. As a reaction SMILES: [ClH:1].[C:2]1([C:8]2[C:13]([NH:14]C(=O)C)=[CH:12][CH:11]=[CH:10][N:9]=2)[CH:7]=[CH:6][CH:5]=[CH:4][CH:3]=1.Cl>O1CCCC1>[ClH:1].[C:2]1([C:8]2[C:13]([NH2:14])=[CH:12][CH:11]=[CH:10][N:9]=2)[CH:3]=[CH:4][CH:5]=[CH:6][CH:7]=1 |f:0.1,4.5|. Procedure details: To a solution of N-(2-phenyl-pyridin-3-yl)-acetamide hydrochloride (61.9 g, 24.9 mmol) in tetrahydrofuran (100 mL) was added concentrated hydrochloric acid (100 mL). The reaction mixture was heated to reflux overnight and concentrated to a low volume. Tetrahydrofuran was added (2000 mL) and the volume was reduced to about 1000 mL as, product started precipitating. The mixture was cooled to 0° C. and was granulated for two) hours. The solids were filtered to afford 2-phenyl-3-aminopyridine hydroc... The reactants are [Cl-].[Cd+2].[Cl-] (cadmium chloride), ClC1=CC(N(S1)C)=O (5-chloro-2-methyl-3-isothiazolone). Run in C(C)O (ethanol), C(C)O (ethanol). Yields the product ClC1=CC(N(S1)C)=O.[Cl-].[Cd+2].[Cl-] (5-Chloro-2-methyl-3-isothiazolone cadmium(II)chloride). Isolated yield 200.3%. As a reaction SMILES: [Cl-:1].[Cd+2:2].[Cl-].[Cl:4][C:5]1[S:9][N:8]([CH3:10])[C:7](=[O:11])[CH:6]=1>C(O)C>[Cl:4][C:5]1[S:9][N:8]([CH3:10])[C:7](=[O:11])[CH:6]=1.[Cl-:1].[Cd+2:2].[Cl-:4] |f:0.1.2,5.6.7.8|. Procedure: To a solution of 5.5 g (0.03 mole) of anhydrous cadmium chloride in 120 ml of ethanol was added a solution of 4.5 g (0.03 mole) of 5-chloro-2-methyl-3-isothiazolone in 25 ml of ethanol. A white precipitate formed immediately. The mixture was filtered and air dried to yield 10.0 g (100%) of product, m.p. >250° C. Reactants: O (water), C([O-])([O-])=O.[K+].[K+] (potassium carbonate), IC1=CC=C(C=C1)CC(=O)NC=1SC=C(C1C(=O)OC)C (Methyl 2-(2-(4-iodophenyl)acetamido)-4-methylthiophene-3-carboxylate), N1=CC=C(C=C1)B(O)O (4-pyridylboronic acid). Reagents/catalysts: C=1C=CC(=CC1)[P](C=2C=CC=CC2)(C=3C=CC=CC3)[Pd]([P](C=4C=CC=CC4)(C=5C=CC=CC5)C=6C=CC=CC6)([P](C=7C=CC=CC7)(C=8C=CC=CC8)C=9C=CC=CC9)[P](C=1C=CC=CC1)(C=1C=CC=CC1)C=1C=CC=CC1 (tetrakis(triphenylphosphine)palladium(0)). Run in COCCOC (DME). Yields the product EtOAc hexanes, CC=1C(=C(SC1)NC(CC1=CC=C(C=C1)C1=CC=NC=C1)=O)C(=O)OC (Methyl 4-methyl-2-(2-(4-(pyridin-4-yl)phenyl)acetamido)thiophene-3-carboxylate). Reaction SMILES: I[C:2]1[CH:7]=[CH:6][C:5]([CH2:8][C:9]([NH:11][C:12]2[S:13][CH:14]=[C:15]([CH3:21])[C:16]=2[C:17]([O:19][CH3:20])=[O:18])=[O:10])=[CH:4][CH:3]=1.[N:22]1[CH:27]=[CH:26][C:25](B(O)O)=[CH:24][CH:23]=1.C(=O)([O-])[O-].[K+].[K+].O>COCCOC.C1C=CC([P]([Pd]([P](C2C=CC=CC=2)(C2C=CC=CC=2)C2C=CC=CC=2)([P](C2C=CC=CC=2)(C2C=CC=CC=2)C2C=CC=CC=2)[P](C2C=CC=CC=2)(C2C=CC=CC=2)C2C=CC=CC=2)(C2C=CC=CC=2)C2C=CC=CC=2)=CC=1>[CH3:21][C:15]1[C:16]([C:17]([O:19][CH3:20])=[O:18])=[C:12]([NH:11][C:9](=[O:10])[CH2:8][C:5]2[CH:6]=[CH:7][C:2]([C:25]3[CH:26]=[CH:27][N:22]=[CH:23][CH:24]=3)=[CH:3][CH:4]=2)[S:13][CH:14]=1 |f:2.3.4,^1:47,49,68,87|. Reported procedure: Methyl 2-(2-(4-iodophenyl)acetamido)-4-methylthiophene-3-carboxylate (420.4 mg, 1.01 mmol), 4-pyridylboronic acid (Aldrich, 167 mg, 1.36 mmol), tetrakis(triphenylphosphine)palladium(0) (123 mg, 0.11 mmol), and potassium carbonate (565 mg, 4.1 mmol) were combined in DME (2 mL) and water (1 mL) in a sealed tube, and heated to 80° C. over 17 h. The reaction mixture was cooled to rt, then partitioned between EtOAc and water. The organic layer was separated, washed (brine), dried (Na2SO4), filtered a... Starting materials: FC=1C=C(C=C(C1)SC1=CC=C(C(=O)C2=CC=CC=C2)C=C1)C1(CCOCC1)OC (4-[5-fluoro-3-(4-methoxytetrahydropyran-4-yl)phenylthio]benzophenone), Cl.NO (hydroxylamine hydrochloride). The solvent is N1=CC=CC=C1 (pyridine). Product: ( Z )-isomers, FC=1C=C(C=C(C1)SC1=CC=C(C(C2=CC=CC=C2)=NO)C=C1)C1(CCOCC1)OC (4-[5-fluoro-3-(4-methoxytetrahydropyran-4-yl)phenylthio]benzophenone oxime). Yield: 52.7%. Reaction SMILES: [F:1][C:2]1[CH:3]=[C:4]([C:23]2([O:29][CH3:30])[CH2:28][CH2:27][O:26][CH2:25][CH2:24]2)[CH:5]=[C:6]([S:8][C:9]2[CH:22]=[CH:21][C:12]([C:13]([C:15]3[CH:20]=[CH:19][CH:18]=[CH:17][CH:16]=3)=O)=[CH:11][CH:10]=2)[CH:7]=1.Cl.[NH2:32][OH:33]>N1C=CC=CC=1>[F:1][C:2]1[CH:3]=[C:4]([C:23]2([O:29][CH3:30])[CH2:28][CH2:27][O:26][CH2:25][CH2:24]2)[CH:5]=[C:6]([S:8][C:9]2[CH:22]=[CH:21][C:12]([C:13](=[N:32][OH:33])[C:15]3[CH:20]=[CH:19][CH:18]=[CH:17][CH:16]=3)=[CH:11][CH:10]=2)[CH:7]=1 |f:1.2|. Procedure: A mixture of 4-[5-fluoro-3-(4-methoxytetrahydropyran-4-yl)phenylthio]benzophenone (0.22 g), hydroxylamine hydrochloride (0.042 g) and pyridine (4 ml) was stirred and heated to reflux for 3 hours. The mixture was cooled to ambient temperature and partitioned between diethyl ether and water. The organic phase was washed with brine. dried (MgSO4) and evaporated. There was thus obtained, as a mixture of (E)- and (Z)-isomers, 4-[5-fluoro-3-(4-methoxytetrahydropyran-4-yl)phenylthio]benzophenone oxime ...